This data is from the Open Reaction Database (ORD), a public repository of structured organic reaction records. The task is: describe an organic reaction: reactants, conditions, products, and yield Reactants: solution, C[Mg]Br (methylmagnesium bromide), CCOCC (ether), C(C)(=O)C1=CC=C(C=N1)C1(CCC(CC1)(F)F)C#N (1-(6-acetyl-pyridin-3-yl)-4,4-difluoro-cyclohexanecarbonitrile). Solvent: C1CCOC1 (THF). Conditions: temperature -50 celsius, time 3 hour. The product is FC1(CCC(CC1)(C#N)C=1C=NC(=CC1)C(C)(C)O)F (4,4-difluoro-1-[6-(1-hydroxy-1-methyl-ethyl)-pyridin-3-yl]-cyclohexanecarbonitrile). Yield: 48.0%. Reaction SMILES: [C:1]([C:4]1[N:9]=[CH:8][C:7]([C:10]2([C:18]#[N:19])[CH2:15][CH2:14][C:13]([F:17])([F:16])[CH2:12][CH2:11]2)=[CH:6][CH:5]=1)(=[O:3])[CH3:2].[CH3:20][Mg]Br.CCOCC>C1COCC1>[F:17][C:13]1([F:16])[CH2:12][CH2:11][C:10]([C:7]2[CH:8]=[N:9][C:4]([C:1]([OH:3])([CH3:20])[CH3:2])=[CH:5][CH:6]=2)([C:18]#[N:19])[CH2:15][CH2:14]1. Procedure details: A solution of 1-(6-acetyl-pyridin-3-yl)-4,4-difluoro-cyclohexanecarbonitrile (17 mg, 0.064 mmol) in THF (1.2 mL) was cooled at −50° C. and treated with a 3.0 M solution of methylmagnesium bromide in ether (110 μL, 0.32 mmol). After stirring at −50° C. for 3 hours, the reaction was quenched by adding saturated aqueous ammonium chloride (5 mL) and stirred at room temperature for a few minutes. AcOEt (5 mL) was added and the biphasic mixture was stirred vigorously for a few seconds. The layers were... The reactants are [Cl-].ClC(C[NH+](C)C)=O (2-chloro-N,N-dimethyl-2-oxoethanaminium chloride), CC1=C(NC(=C1)C)\C=C\1/C(N(C2=CC=CC=C12)CO)=O ((3Z)-3-[(3,5-dimethyl-1H-pyrrol-2-yl)-methylidene]-1-(hydroxymethyl)-1,3-dihydro-2H-indol-2-one). Yields the product CN(C)CC(=O)OCN1C(\C(\C2=CC=CC=C12)=C/C=1NC(=CC1C)C)=O ({(3Z)-3-[(3,5-dimethyl-1H-pyrrol-2-yl)methylidene]-2-oxo-2,3-dihydro-1H-indol-1-yl}methyl (dimethylamino)acetate). As a reaction SMILES: [Cl-].Cl[C:3](=[O:8])[CH2:4][NH+:5]([CH3:7])[CH3:6].[CH3:9][C:10]1[CH:14]=[C:13]([CH3:15])[NH:12][C:11]=1/[CH:16]=[C:17]1\[C:18](=[O:28])[N:19]([CH2:26][OH:27])[C:20]2[C:25]\1=[CH:24][CH:23]=[CH:22][CH:21]=2>>[CH3:6][N:5]([CH2:4][C:3]([O:27][CH2:26][N:19]1[C:20]2[C:25](=[CH:24][CH:23]=[CH:22][CH:21]=2)/[C:17](=[CH:16]/[C:11]2[NH:12][C:13]([CH3:15])=[CH:14][C:10]=2[CH3:9])/[C:18]1=[O:28])=[O:8])[CH3:7] |f:0.1|. Procedure: Following the procedure of Example 2, the title compound was prepared from 2-chloro-N,N-dimethyl-2-oxoethanaminium chloride and (3Z)-3-[(3,5-dimethyl-1H-pyrrol-2-yl)-methylidene]-1-(hydroxymethyl)-1,3-dihydro-2H-indol-2-one (1). The reactants are C(C)(C)(C)OC(CNC(C1=CC=C(C=C1)S(=O)(=O)F)=O)=O ((4-fluorosulfonyl-benzoylamino)-acetic acid tert-butyl ester), FC(C(=O)O)(F)F (trifluoroacetic acid). Solvent: C(Cl)Cl (methylene chloride). Run at time 72 hour. The product is FS(=O)(=O)C1=CC=C(C(=O)NCC(=O)O)C=C1 ((4-fluorosulfonyl-benzoylamino)-acetic acid). Yield: 91.9%. Reaction SMILES: C([O:5][C:6](=[O:21])[CH2:7][NH:8][C:9](=[O:20])[C:10]1[CH:15]=[CH:14][C:13]([S:16]([F:19])(=[O:18])=[O:17])=[CH:12][CH:11]=1)(C)(C)C.FC(F)(F)C(O)=O>C(Cl)Cl>[F:19][S:16]([C:13]1[CH:12]=[CH:11][C:10]([C:9]([NH:8][CH2:7][C:6]([OH:21])=[O:5])=[O:20])=[CH:15][CH:14]=1)(=[O:18])=[O:17]. Procedure: A solution of the crude (4-fluorosulfonyl-benzoylamino)-acetic acid tert-butyl ester (541 mg, 1.70 mmol) (from step A above) in 2 mL of methylene chloride was treated with 2 mL of trifluoroacetic acid. The reaction mixture was stirred at room temperature for 72 h. The reaction mixture was concentrated in vacuo to provide crude (4-fluorosulfonyl-benzoylamino)-acetic acid (407.9 mg, 92%) as a solid that was used without further purification. Reactants: O=C(O)c1ccc(C(=C2CC3CCC(C2)N3CCc2ccccc2)c2ccccc2)cc1, O=S(Cl)Cl. Yields the product O=C(Cl)c1ccc(C(=C2CC3CCC(C2)N3CCc2ccccc2)c2ccccc2)cc1. As a reaction SMILES: [CH2:1]([CH2:2][c:3]1[cH:4][cH:5][cH:6][cH:7][cH:8]1)[N:9]1[CH:10]2[CH2:11][C:12](=[C:17]([c:18]3[cH:19][cH:20][c:21]([C:22](=[O:23])[OH:24])[cH:25][cH:26]3)[c:27]3[cH:28][cH:29][cH:30][cH:31][cH:32]3)[CH2:13][CH:14]1[CH2:15][CH2:16]2.[S:33]([Cl:34])([Cl:35])=[O:36]>>[CH2:1]([CH2:2][c:3]1[cH:4][cH:5][cH:6][cH:7][cH:8]1)[N:9]1[CH:10]2[CH2:11][C:12](=[C:17]([c:18]3[cH:19][cH:20][c:21]([C:22](=[O:23])[Cl:35])[cH:25][cH:26]3)[c:27]3[cH:28][cH:29][cH:30][cH:31][cH:32]3)[CH2:13][CH:14]1[CH2:15][CH2:16]2. Starting materials: C1(=CC=CC=C1)C(CC1CCNCC1)(O)C1=CC=CC=C1 (alpha,alpha-diphenyl-4-piperidineethanol). The solvent is FC(C(=O)O)(F)F (trifluoroacetic acid). Conditions: time 15 minute. Product: C1(=CC=CC=C1)C(=CC1CCNCC1)C1=CC=CC=C1 (4-(2,2-diphenylethenyl)piperidine). Isolated yield 91.9%. Reaction SMILES: [C:1]1([C:7]([C:16]2[CH:21]=[CH:20][CH:19]=[CH:18][CH:17]=2)(O)[CH2:8][CH:9]2[CH2:14][CH2:13][NH:12][CH2:11][CH2:10]2)[CH:6]=[CH:5][CH:4]=[CH:3][CH:2]=1>FC(F)(F)C(O)=O>[C:1]1([C:7]([C:16]2[CH:21]=[CH:20][CH:19]=[CH:18][CH:17]=2)=[CH:8][CH:9]2[CH2:10][CH2:11][NH:12][CH2:13][CH2:14]2)[CH:2]=[CH:3][CH:4]=[CH:5][CH:6]=1. Reported procedure: The title compound was prepared by dissolving 20 g of alpha,alpha-diphenyl-4-piperidineethanol in 40 mL of anhydrous trifluoroacetic acid and stirring for 15 minutes. The volatiles were removed under vacuum and the residue was partitioned between toluene and 2N sodium hydroxide solution. The organic layers were dried over sodium sulfate, evaporated, and the residue was crystallized from hexane to give 17.2 g (92%) of 4-(2,2-diphenylethenyl)piperidine, mp 98°-99° C. Anal. Calcd for C19H21N: C, 86... The reactants are C(C)OC(=O)/C=C/C1=CC=C(S1)C(=O)OC(C)(C)C (t-butyl 5-(2-ethoxycarbonyl-E-ethenyl)-2-thiophenecarboxylate). The reagents and catalysts are [C].[Pd] (palladium-carbon). Solvent: C(C)O (ethanol). The product is C(C)OC(=O)CCC1=CC=C(S1)C(=O)OC(C)(C)C (t-Butyl 5-(2-ethoxycarbonylethyl)-2-thiophenecarboxylate). Yield: 99.7%. As a reaction SMILES: [CH2:1]([O:3][C:4](/[CH:6]=[CH:7]/[C:8]1[S:12][C:11]([C:13]([O:15][C:16]([CH3:19])([CH3:18])[CH3:17])=[O:14])=[CH:10][CH:9]=1)=[O:5])[CH3:2]>C(O)C.[C].[Pd]>[CH2:1]([O:3][C:4]([CH2:6][CH2:7][C:8]1[S:12][C:11]([C:13]([O:15][C:16]([CH3:17])([CH3:19])[CH3:18])=[O:14])=[CH:10][CH:9]=1)=[O:5])[CH3:2] |f:2.3|. Reported procedure: The t-butyl 5-(2-ethoxycarbonyl-E-ethenyl)-2-thiophenecarboxylate (7.58 g, 26.8 mmol) prepared in the Preparative Example 14 was catalytically reduced with 10% palladium-carbon (1.05 g) in ethanol at room temperature. After the completion of the reaction, the catalyst was filtered out and the filtrate was concentrated and evaporated to dryness in a vacuum. 7.6 g of the title compound was obtained. Starting materials: C1CCOC1, CS(N)(=O)=O, CC(C)(C)[O-], Cc1ccc(OC(=O)c2cc(Cl)c(Oc3cnc(OC(C)C(F)(F)F)c(Cl)c3)cc2F)cc1, [K+]. The product is CC(Oc1ncc(Oc2cc(F)c(C(=O)NS(C)(=O)=O)cc2Cl)cc1Cl)C(F)(F)F. As a reaction SMILES: [CH2:45]1[O:46][CH2:47][CH2:48][CH2:49]1.[CH3:1][S:2](=[O:3])(=[O:4])[NH2:5].[CH3:6][C:7]([CH3:8])([O-:9])[CH3:10].[Cl:12][c:13]1[c:14]([O:30][c:31]2[cH:32][n:33][c:34]([O:38][CH:39]([C:40]([F:41])([F:42])[F:43])[CH3:44])[c:35]([Cl:37])[cH:36]2)[cH:15][c:16]([F:29])[c:17]([C:18](=[O:19])[O:20][c:21]2[cH:22][cH:23][c:24]([CH3:25])[cH:26][cH:27]2)[cH:28]1.[K+:11]>>[CH3:1][S:2](=[O:3])(=[O:4])[NH:5][C:18]([c:17]1[c:16]([F:29])[cH:15][c:14]([O:30][c:31]2[cH:32][n:33][c:34]([O:38][CH:39]([C:40]([F:41])([F:42])[F:43])[CH3:44])[c:35]([Cl:37])[cH:36]2)[c:13]([Cl:12])[cH:28]1)=[O:19]. RXN SMILES: CCCCC.[H-].[Na+].[CH3:8][N:9]([CH3:28])[C:10]1[N:15]=[C:14]([NH:16][C:17]2[CH:22]=[CH:21][CH:20]=[C:19]([CH3:23])[CH:18]=2)[C:13]([S:24]([NH2:27])(=[O:26])=[O:25])=[CH:12][N:11]=1.[CH:29]([N:32]=[C:33]=[O:34])([CH3:31])[CH3:30]>C1COCC1>[CH3:28][N:9]([CH3:8])[C:10]1[N:15]=[C:14]([NH:16][C:17]2[CH:22]=[CH:21][CH:20]=[C:19]([CH3:23])[CH:18]=2)[C:13]([S:24]([NH:27][C:33]([NH:32][CH:29]([CH3:31])[CH3:30])=[O:34])(=[O:25])=[O:26])=[CH:12][N:11]=1 |f:1.2|. Solvent: C1CCOC1 (THF), C1CCOC1 (THF). Isolated yield 97.1%. Procedure: Pentane washed sodium hydride (22.0 mmol, 2.05 eq) was suspended in THF (100 mL) and 2-(dimethylamino)-4-[(3-methylphenyl)amino]-5-pyrimidinesulfonamide (3.72 g, 10.74 mmol) was added as a powder over a 30 minute period. After 90 minutes the solidified reaction was loosened by adding more THF (30 mL) followed by adding isopropyl isocyanate (1.09 mL, 11.06 mmole, 2.05 eq). After stirring 90 minutes a small portion of isopropyl isocyanate (150 mL) was added to complete the reaction. The THF was re... Product: CN(C1=NC=C(C(=N1)NC1=CC(=CC=C1)C)S(=O)(=O)NC(=O)NC(C)C)C (2-(Dimethylamino)-N-[[(1-methylethyl)amino]carbonyl]-4-[(3-methylphenyl)amino]-5-pyrimidinesulfonamide). The reactants are C(C)(C)N=C=O (isopropyl isocyanate), CCCCC (Pentane), [H-].[Na+] (sodium hydride), C(C)(C)N=C=O (isopropyl isocyanate), CN(C1=NC=C(C(=N1)NC1=CC(=CC=C1)C)S(=O)(=O)N)C (2-(dimethylamino)-4-[(3-methylphenyl)amino]-5-pyrimidinesulfonamide). Reactants: CN1C(=O)C(Cc2ccccc2)NC1C(C)(C)C, COC(=O)C=CC=O, Cl, c1ccc(N2CCCC2)cc1. Yields the product COC(=O)C(CC=O)c1ccc(N2CCCC2)cc1. RXN SMILES: [CH2:21]([CH:22]1[NH:23][CH:24]([C:25]([CH3:26])([CH3:27])[CH3:28])[N:29]([CH3:30])[C:31]1=[O:32])[c:33]1[cH:34][cH:35][cH:36][cH:37][cH:38]1.[CH3:12][O:13][C:14]([CH:15]=[CH:16][CH:17]=[O:18])=[O:19].[ClH:20].[c:1]1([N:7]2[CH2:8][CH2:9][CH2:10][CH2:11]2)[cH:2][cH:3][cH:4][cH:5][cH:6]1>>[c:1]1([N:7]2[CH2:8][CH2:9][CH2:10][CH2:11]2)[cH:2][cH:3][c:4]([CH:15]([C:14]([O:13][CH3:12])=[O:19])[CH2:16][CH:17]=[O:18])[cH:5][cH:6]1. Reactants: CC1(C)CC(=O)Nc2c(Br)cc3c(c21)OC(CN=[N+]=[N-])C3, C1CCOC1, c1ccc(P(c2ccccc2)c2ccccc2)cc1. Product: CC1(C)CC(=O)Nc2c(Br)cc3c(c21)OC(CN)C3. RXN SMILES: [N:1](=[N+:2]=[N-:3])[CH2:4][CH:5]1[CH2:6][c:7]2[c:8]([c:9]3[c:14]([c:15]([Br:17])[cH:16]2)[NH:13][C:12](=[O:18])[CH2:11][C:10]3([CH3:19])[CH3:20])[O:21]1.[O:41]1[CH2:42][CH2:43][CH2:44][CH2:45]1.[c:22]1([P:23]([c:24]2[cH:25][cH:26][cH:27][cH:28][cH:29]2)[c:30]2[cH:31][cH:32][cH:33][cH:34][cH:35]2)[cH:36][cH:37][cH:38][cH:39][cH:40]1>>[NH2:1][CH2:4][CH:5]1[CH2:6][c:7]2[c:8]([c:9]3[c:14]([c:15]([Br:17])[cH:16]2)[NH:13][C:12](=[O:18])[CH2:11][C:10]3([CH3:19])[CH3:20])[O:21]1.